From a dataset of the Open Reaction Database (ORD), a public repository of structured organic reaction records. describe an organic reaction: reactants, conditions, products, and yield The reactants are Example 1 ( a ), C(C)(=O)OC(C)=O (acetic anhydride), O[C@@H]1[C@@H](SC2=C(NC1=O)C=CC=C2)C2=CC=C(C=C2)OC (cis(+)-2,3-dihydro-3-hydroxy-2-(4-methoxyphenyl)-1,5-benzothiazepin-4(5H)-one), Cl.CC(CCl)CN(C)C (2-methyl-3-dimethylaminopropylchloride hydrochloride), C(=O)([O-])[O-].[K+].[K+] (K2CO3), Example 1 ( b ). The solvent is O (H2O), CC(=O)C (acetone), O (H2O), C(C)OCC (ethyl ether). The product is C(C(=O)O)(=O)O.C(C)(=O)O[C@@H]1[C@@H](SC2=C(N(C1=O)CC(CN(C)C)C)C=CC=C2)C2=CC=C(C=C2)OC (Cis(+)-3-acetyloxy-2,3-dihydro-5-(2-methyl-3-dimethylaminopropyl)-2-(4-methoxyphenyl)-1,5-benzothiazepin-4(5H)-one oxalate). RXN SMILES: [OH:1][C@H:2]1[C:8](=[O:9])[NH:7][C:6]2[CH:10]=[CH:11][CH:12]=[CH:13][C:5]=2[S:4][C@H:3]1[C:14]1[CH:19]=[CH:18][C:17]([O:20][CH3:21])=[CH:16][CH:15]=1.Cl.[CH3:23][CH:24]([CH2:27][N:28]([CH3:30])[CH3:29])[CH2:25]Cl.[C:31]([O-:34])([O-:33])=O.[K+].[K+].[C:37]([O:40][C:41](=[O:43])[CH3:42])(=[O:39])C>CC(C)=O.O.C(OCC)C>[C:37]([OH:40])(=[O:39])[C:31]([OH:34])=[O:33].[C:41]([O:1][C@H:2]1[C:8](=[O:9])[N:7]([CH2:23][CH:24]([CH3:25])[CH2:27][N:28]([CH3:30])[CH3:29])[C:6]2[CH:10]=[CH:11][CH:12]=[CH:13][C:5]=2[S:4][C@H:3]1[C:14]1[CH:19]=[CH:18][C:17]([O:20][CH3:21])=[CH:16][CH:15]=1)(=[O:43])[CH3:42] |f:1.2,3.4.5,10.11|. Reported procedure: 5 g cis(+)-2,3-dihydro-3-hydroxy-2-(4-methoxyphenyl)-1,5-benzothiazepin-4(5H)-one, 2.9 g 2-methyl-3-dimethylaminopropylchloride hydrochloride, 5.7 g K2CO3, 1.4 ml H2O were reacted in 75 ml acetone, according to the procedure as in Example 1 (a), then reacted with 70 ml acetic anhydride, (see Example 1 (b)). The crude was treated with ethyl ether and the so obtained solid is filtered off and the solution was evaporated to dryness. This procedure was repeated. 4.3 g residue were dissolved in isopr... The product is Cl.CN(C)CC1=CC=2CN(CCC2O1)C(C1=CC=C(C=C1)COC1=CC=CC=C1)=O (N,N-dimethyl-[5-[4-(phenoxymethyl)benzoyl]-4,5,6,7-tetrahydrofuro[3,2-c]pyridin-2-ylmethyl]amine hydrochloride). As a reaction SMILES: [CH3:1][N:2]([CH2:4][C:5]1[O:13][C:12]2[CH2:11][CH2:10][N:9]([C:14](=[O:29])[C:15]3[CH:20]=[CH:19][C:18]([CH2:21][O:22][C:23]4[CH:28]=[CH:27][CH:26]=[CH:25][CH:24]=4)=[CH:17][CH:16]=3)[CH2:8][C:7]=2[CH:6]=1)[CH3:3].[ClH:30]>CO.C(OCC)(=O)C>[ClH:30].[CH3:3][N:2]([CH2:4][C:5]1[O:13][C:12]2[CH2:11][CH2:10][N:9]([C:14](=[O:29])[C:15]3[CH:20]=[CH:19][C:18]([CH2:21][O:22][C:23]4[CH:24]=[CH:25][CH:26]=[CH:27][CH:28]=4)=[CH:17][CH:16]=3)[CH2:8][C:7]=2[CH:6]=1)[CH3:1] |f:4.5|. Solvent: CO (methanol), C(C)(=O)OCC (ethyl acetate). Reported procedure: N,N-Dimethyl-[5-[4-(phenoxymethyl)benzoyl]-4,5,6,7-tetrahydrofuro[3,2-c]pyridin-2-ylmethyl]amine 0.275 g was dissolved in 2 ml of methanol; hydrogen chloride in ethyl acetate was added in excess, followed by stirring. This mixture was concentrated, and recrystallized from ethanol-diethyl ether to yield the desired product. Starting materials: CN(C)CC1=CC=2CN(CCC2O1)C(C1=CC=C(C=C1)COC1=CC=CC=C1)=O (N,N-Dimethyl-[5-[4-(phenoxymethyl)benzoyl]-4,5,6,7-tetrahydrofuro[3,2-c]pyridin-2-ylmethyl]amine), Cl (hydrogen chloride). Starting materials: COC(=O)C1=CCCCC1 (cyclohex-1-enecarboxylic acid methyl ester), [F-].C(CCC)[N+](CCCC)(CCCC)CCCC (tetrabutyl ammonium fluoride), [N+](=O)([O-])C (nitromethane). Solvent: O1CCCC1 (tetrahydrofuran), C(C)OCC (diethyl ether). Yields the product COC(=O)C1C(CCCC1)C[N+](=O)[O-] (2-Nitromethyl-cyclohexanecarboxylic acid methyl ester). Reaction SMILES: [CH3:1][O:2][C:3]([C:5]1[CH2:10][CH2:9][CH2:8][CH2:7][CH:6]=1)=[O:4].[F-].C([N+](CCCC)(CCCC)CCCC)CCC.[N+:29]([CH3:32])([O-:31])=[O:30]>O1CCCC1.C(OCC)C>[CH3:1][O:2][C:3]([CH:5]1[CH2:10][CH2:9][CH2:8][CH2:7][CH:6]1[CH2:32][N+:29]([O-:31])=[O:30])=[O:4] |f:1.2|. Procedure: A solution of cyclohex-1-enecarboxylic acid methyl ester 1 (5.15 g; 36.7 mmol), tetrabutyl ammonium fluoride (55.10 mL; 1 M in THF; 55.1 mmol) and nitromethane (3.97 mL; 73.5 mmol) in tetrahydrofuran (60 mL) was heated to reflux for 4 hours. After cooling to room temperature, the reaction mixture was diluted with diethyl ether (500 mL), washed with 2N HCl (2×100 mL) and then with brine (2×100 mL). The phases were separated. The organic phase was dried over MgSO4 and concentrated in vacuo. The cr... Product: O=C(CCl)Nc1cscn1. The reactants are O=C(CCl)Nc1csc(Br)n1, CC(=O)[O-], CO, [H][H], [Na+]. RXN SMILES: [Br:1][c:2]1[s:3][cH:4][c:5]([NH:7][C:8]([CH2:9][Cl:10])=[O:11])[n:6]1.[CH3:13][C:14](=[O:15])[O-:16].[CH3:19][OH:20].[H:17][H:18].[Na+:12]>>[cH:2]1[s:3][cH:4][c:5]([NH:7][C:8]([CH2:9][Cl:10])=[O:11])[n:6]1.